describe an organic reaction: reactants, conditions, products, and yield From a dataset of the Open Reaction Database (ORD), a public repository of structured organic reaction records. Reactants: CCO, COc1ccc(-c2[nH]nc(C)c2N=O)cc1, [Na+], [Na+], O, O=S([O-])S(=O)[O-]. Yields the product COc1ccc(-c2[nH]nc(C)c2N)cc1. As a reaction SMILES: [CH3:26][CH2:27][OH:28].[CH3:9][O:10][c:11]1[cH:12][cH:13][c:14](-[c:17]2[c:18]([N:23]=[O:24])[c:19]([CH3:22])[n:20][nH:21]2)[cH:15][cH:16]1.[Na+:7].[Na+:8].[OH2:25].[S:1]([S:2]([O-:3])=[O:4])([O-:5])=[O:6]>>[CH3:9][O:10][c:11]1[cH:12][cH:13][c:14](-[c:17]2[c:18]([NH2:23])[c:19]([CH3:22])[n:20][nH:21]2)[cH:15][cH:16]1. The reactants are C(CCCCCCCCCCCCCCC)OP(O)(O)=O (monocetylphosphoric acid), C(C)O (ethanol), [OH-].[Na+] (sodium hydroxide), O.O.O.O.O.O.O.S(=O)(=O)([O-])[O-].[Zn+2] (zinc sulfate heptahydrate). The solvent is ion-exchanged, O (water), ion-exchanged, O (water). Reaction conditions: time 30 minute. Yields the product C(CCCCCCCCCCCCCCC)OP(=O)([O-])[O-].[Zn+2] (zinc monocetylphosphate). RXN SMILES: [CH2:1]([O:17][P:18](=[O:21])([OH:20])[OH:19])[CH2:2][CH2:3][CH2:4][CH2:5][CH2:6][CH2:7][CH2:8][CH2:9][CH2:10][CH2:11][CH2:12][CH2:13][CH2:14][CH2:15][CH3:16].C(O)C.[OH-].[Na+].O.O.O.O.O.O.O.S([O-])([O-])(=O)=O.[Zn+2:39]>O>[CH2:1]([O:17][P:18]([O-:21])([O-:20])=[O:19])[CH2:2][CH2:3][CH2:4][CH2:5][CH2:6][CH2:7][CH2:8][CH2:9][CH2:10][CH2:11][CH2:12][CH2:13][CH2:14][CH2:15][CH3:16].[Zn+2:39] |f:2.3,4.5.6.7.8.9.10.11.12,14.15|. Procedure details: 50 g of monocetylphosphoric acid and 100 g of ethanol were put into a 500 ml reaction vessel. Further, a solution of 6.29 g of 96% sodium hydroxide (purity was taken into consideration by calculating it from the degree of neutralization determined by titration) dissolved in 200 g of ion-exchanged water was added thereto. After the temperature was elevated to 80° C., it was confirmed that they were clearly dissolved. The solution was continuously stirred for 30 minutes. A solution of 22.3 g of zi... Starting materials: O=C([O-])[O-], N#CCCl, [K+], [K+], [Na+], [OH-], O, O=C(O)c1ccc(S)cc1. The product is N#CCSc1ccc(C(=O)O)cc1. Reaction SMILES: [C:13](=[O:14])([O-:15])[O-:16].[Cl:19][CH2:20][C:21]#[N:22].[K+:17].[K+:18].[Na+:2].[OH-:1].[OH2:23].[SH:3][c:4]1[cH:5][cH:6][c:7]([C:8](=[O:9])[OH:10])[cH:11][cH:12]1>>[S:3]([c:4]1[cH:5][cH:6][c:7]([C:8](=[O:9])[OH:10])[cH:11][cH:12]1)[CH2:20][C:21]#[N:22]. Starting materials: N (ammonia), C(C1=CC=CC=C1)[C@@H]1C(=O)OCC1 ((S)-2-benzylbutyrolactone), ClCCl.CO (dichloromethane methanol). Solvent: C(C)O (ethanol). The product is C(C1=CC=CC=C1)[C@H](C(=O)N)CCO ((S)-2-benzyl-4-hydroxybutyramide). The yield is 63.8%. As a reaction SMILES: [CH2:1]([C@H:8]1[CH2:13][CH2:12][O:11][C:9]1=[O:10])[C:2]1[CH:7]=[CH:6][CH:5]=[CH:4][CH:3]=1.[NH3:14].ClCCl.CO>C(O)C>[CH2:1]([C@@H:8]([CH2:13][CH2:12][OH:11])[C:9]([NH2:14])=[O:10])[C:2]1[CH:7]=[CH:6][CH:5]=[CH:4][CH:3]=1 |f:2.3|. Procedure: (S)-2-benzylbutyrolactone (1 gram) was dissolved in 5 ml of absolute ethanol, followed by the addition of 0.5 gram of gaseous ammonia. The solution was kept in a stoppered flask, and the progress of the reaction was followed by thin layer chromatography (eluent dichloromethane/methanol 20:1). After the reaction was judged complete, the ethanol was evaporated and the resulting residue redissolved in ethyl acetate. Ammonia was removed by extraction with 1% HCl, and the ethyl acetate solution was d... The reactants are C(C)(=O)OCC1=CC=C(C=C1)C=1OC(=NN1)C1=NC(=CN=C1N)C1=CC=C(C=C1)C(N(C)C)=O ([4-[5-[3-amino-6-[4-(dimethylcarbamoyl)phenyl]pyrazin-2-yl]-1,3,4-oxadiazol-2-yl]phenyl]methyl acetate), [OH-].[Na+] (NaOH), Cl (HCl). Solvent: CO (methanol). Run at temperature 55 celsius, time 1 hour. The product is NC=1N=CC(=NC1C=1OC(=NN1)C1=CC=C(C=C1)CO)C1=CC=C(C(=O)N(C)C)C=C1 (4-[5-amino-6-[5-[4-(hydroxymethyl)phenyl]-1,3,4-oxadiazol-2-yl]pyrazin-2-yl]-N,N-dimethyl-benzamide). The yield is 71.7%. As a reaction SMILES: C([O:4][CH2:5][C:6]1[CH:11]=[CH:10][C:9]([C:12]2[O:13][C:14]([C:17]3[C:22]([NH2:23])=[N:21][CH:20]=[C:19]([C:24]4[CH:29]=[CH:28][C:27]([C:30](=[O:34])[N:31]([CH3:33])[CH3:32])=[CH:26][CH:25]=4)[N:18]=3)=[N:15][N:16]=2)=[CH:8][CH:7]=1)(=O)C.[OH-].[Na+].Cl>CO>[NH2:23][C:22]1[N:21]=[CH:20][C:19]([C:24]2[CH:29]=[CH:28][C:27]([C:30]([N:31]([CH3:33])[CH3:32])=[O:34])=[CH:26][CH:25]=2)=[N:18][C:17]=1[C:14]1[O:13][C:12]([C:9]2[CH:8]=[CH:7][C:6]([CH2:5][OH:4])=[CH:11][CH:10]=2)=[N:16][N:15]=1 |f:1.2|. Procedure: [4-[5-[3-amino-6-[4-(dimethylcarbamoyl)phenyl]pyrazin-2-yl]-1,3,4-oxadiazol-2-yl]phenyl]methyl acetate (118 mg, 0.2445 mmol) was suspended in methanol (2 mL) and treated with NaOH (489.0 μL of 1 M, 0.4890 mmol). The resulting mixture was stirred at 55° C. for 1 h. The reaction mixture was cooled to room temperature and then neutralised with HCl (978.0 μL of 1 M, 0.9780 mmol), filtered and washed with acetonitrile. The resulting yellow powder was heated in acetonitrile (5 mL), cooled and filtered...